Dataset: the Open Reaction Database (ORD), a public repository of structured organic reaction records. Task: describe an organic reaction: reactants, conditions, products, and yield The reactants are BrC=1C(=NC=C(C(=O)NC2=CC=C(C=C2)OC(C(F)(F)F)(F)F)C1)N1C[C@@H](CC1)O ((R)-5-bromo-6-(3-hydroxypyrrolidin-1-yl)-N-(4-(perfluoroethoxy)phenyl)nicotinamide), FC=1C=NC=C(C1)B1OC(C(O1)(C)C)(C)C (3-fluoro-5-(4,4,5,5-tetramethyl-1,3,2-dioxaborolan-2-yl)pyridine). The product is FC=1C=C(C=NC1)C=1C(=NC=C(C1)C(=O)NC1=CC=C(C=C1)OC(C(F)(F)F)(F)F)N1C[C@@H](CC1)O ((R)-5′-Fluoro-2-(3-hydroxypyrrolidin-1-yl)-N-(4-(perfluoroethoxy)phenyl)-[3,3′-bipyridine]-5-carboxamide). As a reaction SMILES: Br[C:2]1[C:3]([N:25]2[CH2:29][CH2:28][C@@H:27]([OH:30])[CH2:26]2)=[N:4][CH:5]=[C:6]([CH:24]=1)[C:7]([NH:9][C:10]1[CH:15]=[CH:14][C:13]([O:16][C:17]([F:23])([F:22])[C:18]([F:21])([F:20])[F:19])=[CH:12][CH:11]=1)=[O:8].[F:31][C:32]1[CH:33]=[N:34][CH:35]=[C:36](B2OC(C)(C)C(C)(C)O2)[CH:37]=1>>[F:31][C:32]1[CH:37]=[C:36]([C:2]2[C:3]([N:25]3[CH2:29][CH2:28][C@@H:27]([OH:30])[CH2:26]3)=[N:4][CH:5]=[C:6]([C:7]([NH:9][C:10]3[CH:11]=[CH:12][C:13]([O:16][C:17]([F:23])([F:22])[C:18]([F:20])([F:21])[F:19])=[CH:14][CH:15]=3)=[O:8])[CH:24]=2)[CH:35]=[N:34][CH:33]=1. Reported procedure: The title compound was prepared in an analogous fashion to that described in Example 185 using (R)-5-bromo-6-(3-hydroxypyrrolidin-1-yl)-N-(4-(perfluoroethoxy)phenyl)nicotinamide (Stage 220.1) and 3-fluoro-5-(4,4,5,5-tetramethyl-1,3,2-dioxaborolan-2-yl)pyridine to afford an off-white foam. HPLC (Condition 4) tR=5.58 min, UPLC-MS (Condition 3) tR=1.07 min, m/z=513.4 [M+H]+; 1H-NMR (400 MHz, DMSO-d6) δ ppm 1.67-1.76 (m, 1H) 1.78-1.89 (m, 1H) 2.86 (d, J=11.34 Hz, 1H) 3.13-3.26 (m, 2H) 3.33-3.43 (m, ... Reactants: O=C(OCC)C1=CC(F)=CC=C1F. The reagents and catalysts are O1B(OC(C)(C)C1(C)C)B2OC(C)(C)C(O2)(C)C, [K].OC(C)(C)C, O=C1C=CC=2C=CC=C(C3=CN=C(C=C3)C=4N=CC=CC4)C2N1, C[OH2+].C[OH2+].C1CC=CCCC=C1.C1CC=CCCC=C1.[Ir].[Ir]. The solvent is O1CCCC1. Run at temperature 80 celsius, time 12 hour. Yields the product O=C(OCC)C=1C=C(F)C(=CC1F)B2OC(C)(C)C(O2)(C)C. The yield is 68.0%. The reactants are FC1=C(C=C(C(=O)NCC(=O)OCC2=CC=CC=C2)C=C1)[N+](=O)[O-] (benzyl 2-(4-fluoro-3-nitrobenzamido)acetate). The reagents and catalysts are [Pd] (Pd/C). Solvent: CCOC(=O)C (EtOAc). Reaction conditions: time 25 minute. The product is NC=1C=C(C(=O)NCC(=O)O)C=CC1F (2-(3-Amino-4-fluorobenzamido)acetic acid). Yield: 70.0%. RXN SMILES: [F:1][C:2]1[CH:21]=[CH:20][C:5]([C:6]([NH:8][CH2:9][C:10]([O:12]CC2C=CC=CC=2)=[O:11])=[O:7])=[CH:4][C:3]=1[N+:22]([O-])=O>CCOC(C)=O.[Pd]>[NH2:22][C:3]1[CH:4]=[C:5]([CH:20]=[CH:21][C:2]=1[F:1])[C:6]([NH:8][CH2:9][C:10]([OH:12])=[O:11])=[O:7]. Reported procedure: To a solution of benzyl 2-(4-fluoro-3-nitrobenzamido)acetate (85 mg) in EtOAc (10 mL) was added Pd/C (10%, 100 mg) at rt and stirred under the atmosphere of H2 gas for 25 min. Work-up of the reaction mixture as described in example 1 gave the product as a white color solid (38 mg, 70%), mp 150-152° C. 1H NMR (400 MHz, CDCl3+DMSO-d6): δ 7.74 (1H, br s), 7.37 (1H, dd, J=8.6, 1.8 Hz), 7.12-7.16 (1H, m), 6.97 (1H, dd, J=10.6, 8.6 Hz), 4.07 (2H, d, J=5.6 Hz); 13C NMR (100 MHz, CDCl3+DMSO-d6): δ 170.6... Starting materials: COC=1C=2CC3=C(C(N(C3)[C@H](C(=O)O)CC3CCCCC3)=O)OC2C=CC1 ((S)-2-(8-methoxy-3-oxo-3,9-dihydro-1H-chromeno[2,3-c]pyrrol-2-yl)-3-cyclohexyl-propionic acid), C(C(=O)Cl)(=O)Cl (oxalyl chloride), N,N′-diisopropylethyl amine, ClC=1C=CC(=NC1)N (5-chloro-pyridin-2-ylamine). Solvent: C(Cl)Cl (methylene chloride), O (water). As a reaction SMILES: [CH3:1][O:2][C:3]1[C:4]2[CH2:5][C:6]3[CH2:10][N:9]([C@@H:11]([CH2:15][CH:16]4[CH2:21][CH2:20][CH2:19][CH2:18][CH2:17]4)[C:12](O)=[O:13])[C:8](=[O:22])[C:7]=3[O:23][C:24]=2[CH:25]=[CH:26][CH:27]=1.C(Cl)(=O)C(Cl)=O.[Cl:34][C:35]1[CH:36]=[CH:37][C:38]([NH2:41])=[N:39][CH:40]=1>C(Cl)Cl.O>[Cl:34][C:35]1[CH:36]=[CH:37][C:38]([NH:41][C:12](=[O:13])[C@@H:11]([N:9]2[CH2:10][C:6]3[CH2:5][C:4]4[C:3]([O:2][CH3:1])=[CH:27][CH:26]=[CH:25][C:24]=4[O:23][C:7]=3[C:8]2=[O:22])[CH2:15][CH:16]2[CH2:17][CH2:18][CH2:19][CH2:20][CH2:21]2)=[N:39][CH:40]=1. Reported procedure: A solution of (S)-2-(8-methoxy-3-oxo-3,9-dihydro-1H-chromeno[2,3-c]pyrrol-2-yl)-3-cyclohexyl-propionic acid (200 mg, 0.64 mmol) (from Example 7, Step 2c), in methylene chloride (10 mL) was treated with oxalyl chloride (0.07 mL, 0.64 mmol) at 0° C. The mixture was warmed to 25° C. and stirred for additional 2 hours. Then, the reaction mixture was cooled to 0° C., and N,N′-diisopropylethyl amine (0.34 mL, 1.92 mmol) and commercially available 5-chloro-pyridin-2-ylamine (83 mg, 0.64 mmol), were add... Conditions: temperature 25 celsius, time 2 hour. Yield: 22.0%. Yields the product ClC=1C=CC(=NC1)NC([C@H](CC1CCCCC1)N1C(C2=C(C1)CC=1C(=CC=CC1O2)OC)=O)=O ((S)—N-(5-chloro-pyridin-2-yl)-3-cyclohexyl-2-(8-methoxy-3-oxo-3,9-dihydro-1H-chromeno[2,3-c]pyrrol-2-yl)-propionamide). Reactants: CCO, COCCCc1cc(CN(C(=O)C2CN(C(=O)OC(C)(C)C)CCC2c2ccc(OCCOc3c(Cl)cc(C)cc3Cl)cc2)C2CC2)cc(OCC2(CC(=O)OC)CC2)c1, [Na+], [OH-]. Yields the product COCCCc1cc(CN(C(=O)C2CN(C(=O)OC(C)(C)C)CCC2c2ccc(OCCOc3c(Cl)cc(C)cc3Cl)cc2)C2CC2)cc(OCC2(CC(=O)O)CC2)c1. As a reaction SMILES: [CH3:63][CH2:64][OH:65].[CH:1]1([N:4]([C:5](=[O:6])[CH:7]2[CH2:8][N:9]([C:32](=[O:33])[O:34][C:35]([CH3:36])([CH3:37])[CH3:38])[CH2:10][CH2:11][CH:12]2[c:13]2[cH:14][cH:15][c:16]([O:19][CH2:20][CH2:21][O:22][c:23]3[c:24]([Cl:31])[cH:25][c:26]([CH3:30])[cH:27][c:28]3[Cl:29])[cH:17][cH:18]2)[CH2:39][c:40]2[cH:41][c:42]([O:51][CH2:52][C:53]3([CH2:56][C:57](=[O:58])[O:59][CH3:60])[CH2:54][CH2:55]3)[cH:43][c:44]([CH2:46][CH2:47][CH2:48][O:49][CH3:50])[cH:45]2)[CH2:2][CH2:3]1.[Na+:62].[OH-:61]>>[CH:1]1([N:4]([C:5](=[O:6])[CH:7]2[CH2:8][N:9]([C:32](=[O:33])[O:34][C:35]([CH3:36])([CH3:37])[CH3:38])[CH2:10][CH2:11][CH:12]2[c:13]2[cH:14][cH:15][c:16]([O:19][CH2:20][CH2:21][O:22][c:23]3[c:24]([Cl:31])[cH:25][c:26]([CH3:30])[cH:27][c:28]3[Cl:29])[cH:17][cH:18]2)[CH2:39][c:40]2[cH:41][c:42]([O:51][CH2:52][C:53]3([CH2:56][C:57](=[O:58])[OH:59])[CH2:54][CH2:55]3)[cH:43][c:44]([CH2:46][CH2:47][CH2:48][O:49][CH3:50])[cH:45]2)[CH2:2][CH2:3]1. Reactants: [N+](=O)(O)[O-] (nitric acid), ice water, BrC1=CC(=C(N)C=C1)F (4-bromo-2-fluoroaniline), resultant mixture. Run in S(O)(O)(=O)=O (sulfuric acid), S(O)(O)(=O)=O (sulfuric acid). The product is BrC1=CC(=C(N)C=C1[N+](=O)[O-])F (4-bromo-2-fluoro-5-nitroaniline). Yield: 22.6%. RXN SMILES: [Br:1][C:2]1[CH:8]=[CH:7][C:5]([NH2:6])=[C:4]([F:9])[CH:3]=1.[N+:10]([O-])([OH:12])=[O:11]>S(=O)(=O)(O)O>[Br:1][C:2]1[C:8]([N+:10]([O-:12])=[O:11])=[CH:7][C:5]([NH2:6])=[C:4]([F:9])[CH:3]=1. Reported procedure: To a solution of 4-bromo-2-fluoroaniline (58.6 g) in conc. sulfuric acid (100 ml), there was dropwise added a mixture of conc. nitric acid (25.3 g) and conc. sulfuric acid (15 ml) at a temperature of 0° to -10° C. The resultant mixture was stirred at 0°-5° C. for 1 hour, poured into ice-water and extracted with toluene. The toluene layer was washed with water and an aqueous sodium hydrogen carbonate solution and concentrated. The residue was purified by silica gel chromatography to give 16.4 g o... Starting materials: C(Cl)(Cl)Cl.CO (CHCl3 MeOH), C(CCOC1=C(C=C(C(=C1)OC)C(=O)N1C(CC(C1)=C)CO)[N+](=O)[O-])OC1=C(C=C(C(=C1)OC)C(=O)N1[C@@H](CC(C1)=C)CO)[N+](=O)[O-] ((2S)-1,1′-[[(Propane-1,3-diyl)dioxy]bis[(2-nitro-5-methoxy-1,4-phenylene)carbonyl]]bis[2-(hydroxymethyl)-4-methylidenepyrrolidine]), O.O.Cl[Sn]Cl (SnCl2.2H2O), C(Cl)(Cl)Cl.CO (CHCl3 MeOH). Reaction SMILES: [CH2:1]([O:26][C:27]1[CH:32]=[C:31]([O:33][CH3:34])[C:30]([C:35]([N:37]2[CH2:41][C:40](=[CH2:42])[CH2:39][C@H:38]2[CH2:43][OH:44])=[O:36])=[CH:29][C:28]=1[N+:45]([O-])=O)[CH2:2][CH2:3][O:4][C:5]1[CH:10]=[C:9]([O:11][CH3:12])[C:8]([C:13]([N:15]2[CH2:19][C:18](=[CH2:20])[CH2:17][CH:16]2[CH2:21][OH:22])=[O:14])=[CH:7][C:6]=1[N+:23]([O-])=O.O.O.Cl[Sn]Cl.C(Cl)(Cl)Cl.CO>CO>[CH2:3]([O:4][C:5]1[CH:10]=[C:9]([O:11][CH3:12])[C:8]([C:13]([N:15]2[CH2:19][C:18](=[CH2:20])[CH2:17][C@H:16]2[CH2:21][OH:22])=[O:14])=[CH:7][C:6]=1[NH2:23])[CH2:2][CH2:1][O:26][C:27]1[CH:32]=[C:31]([O:33][CH3:34])[C:30]([C:35]([N:37]2[CH2:41][C:40](=[CH2:42])[CH2:39][CH:38]2[CH2:43][OH:44])=[O:36])=[CH:29][C:28]=1[NH2:45] |f:1.2.3,4.5|. Solvent: CO (MeOH). Conditions: time 45 minute. Yield: 60.7%. Procedure: A mixture of the diol 76 (0.98 g, 1.49 mmol) and SnCl2.2H2O (3.36 g, 14.9 mmol) in MeOH (35 mL) was heated at reflux and the progress of the reaction monitored by TLC (90% CHCl3/MeOH). After 45 minutes, the MeOH was evaporated in vacuo and the resulting residue was cooled (ice), and treated carefully with saturated NaHCO3 (120 mL). The mixture was diluted with EtOAc (120 mL), and after 16 hours stirring at room temperature the inorganic precipitate was removed by filtration through celite. The o... The product is C(CCOC1=C(C=C(C(=C1)OC)C(=O)N1C(CC(C1)=C)CO)N)OC1=C(C=C(C(=C1)OC)C(=O)N1[C@@H](CC(C1)=C)CO)N ((2S)-1,1′-[[(Propane-1,3-diyl)dioxy]bis[(2-amino-5-methoxy-1,4-phenylene)carbonyl]]bis[2-(hydroxymethyl)-4-methylidenepyrrolidine]).